Task: describe an organic reaction: reactants, conditions, products, and yield. Dataset: the Open Reaction Database (ORD), a public repository of structured organic reaction records Yields the product C1(=CC=CC=C1)OC(NC=1SC=C(N1)CN(C(=O)C1=NC=CN=C1C)C)=O ((4-{[Methyl-(3-methyl-pyrazine-2-carbonyl)-amino]-methyl}-thiazol-2-yl)-carbamic acid phenyl ester). The reactants are ClC(=O)OC1=CC=CC=C1 (phenyl chloroformate), NC=1SC=C(N1)CN(C(=O)C1=NC=CN=C1C)C (N-((2-aminothiazol-4-yl)methyl)-N,3-dimethylpyrazine-2-carboxamide). RXN SMILES: [NH2:1][C:2]1[S:3][CH:4]=[C:5]([CH2:7][N:8]([CH3:18])[C:9]([C:11]2[C:16]([CH3:17])=[N:15][CH:14]=[CH:13][N:12]=2)=[O:10])[N:6]=1.Cl[C:20]([O:22][C:23]1[CH:28]=[CH:27][CH:26]=[CH:25][CH:24]=1)=[O:21]>CN(C1C=CN=CC=1)C.N1C=CC=CC=1.C1COCC1>[C:23]1([O:22][C:20](=[O:21])[NH:1][C:2]2[S:3][CH:4]=[C:5]([CH2:7][N:8]([CH3:18])[C:9]([C:11]3[C:16]([CH3:17])=[N:15][CH:14]=[CH:13][N:12]=3)=[O:10])[N:6]=2)[CH:28]=[CH:27][CH:26]=[CH:25][CH:24]=1. Reagents/catalysts: CN(C)C=1C=CN=CC1 (DMAP). Procedure: A mixture of N-((2-aminothiazol-4-yl)methyl)-N,3-dimethylpyrazine-2-carboxamide (555 mg, 1.84 mmol) and DMAP (20 mg) in pyridine (10 mL) was cooled to 0° C. and a solution of phenyl chloroformate (433 mg, 2.8 mmol) in THF was added drop wise. The mixture was stirred overnight and all volatiles were removed in vacuo at 30° C. The residue was triturated with TBME to afford (4-{[Methyl-(3-methyl-pyrazine-2-carbonyl)-amino]-methyl}-thiazol-2-yl)-carbamic acid phenyl ester (125 mg) as a tan colored s... Run in C1CCOC1 (THF), N1=CC=CC=C1 (pyridine). Isolated yield 17.7%. Conditions: temperature 0 celsius, time 8 hour. Starting materials: C(C)(C)(C)C1=CC=C(C=C1)C=C(C(C)O)C (3-(p-tert.butyl-phenyl)-1,2-dimethyl-allyl alcohol), [H][H] (hydrogen). Reagents/catalysts: [Pd] (palladium/carbon). Run in alcohol. The product is C(C)(C)(C)C1=CC=C(C=C1)CC(C(O)C)C (3-(p-tert.butyl-phenyl)-1,2-dimethyl-propanol). As a reaction SMILES: [C:1]([C:5]1[CH:10]=[CH:9][C:8]([CH:11]=[C:12]([CH3:16])[CH:13]([OH:15])[CH3:14])=[CH:7][CH:6]=1)([CH3:4])([CH3:3])[CH3:2].[H][H]>[Pd]>[C:1]([C:5]1[CH:6]=[CH:7][C:8]([CH2:11][CH:12]([CH3:16])[CH:13]([CH3:14])[OH:15])=[CH:9][CH:10]=1)([CH3:4])([CH3:2])[CH3:3]. Reported procedure: 65 g of 3-(p-tert.butyl-phenyl)-1,2-dimethyl-allyl alcohol are dissolved in 650 ml of alcohol and treated with 6 g of 5% palladium/carbon while gassing with nitrogen. The mixture is hydrogenated until the hydrogen uptake has been completed. Subsequently, the catalyst is removed by filtration and the alcohol filtrate is evaporated. By distillation there is obtained pure 3-(p-tert.butyl-phenyl)-1,2-dimethyl-propanol of boiling point 110° C./0.03 Torr. Reactants: P(Cl)(Cl)(Cl)(Cl)Cl (phosphorus pentachloride), C/C(/C(=O)NC1=CC=CC=C1)=C\SC1=CC=CC=C1 ((E)-2-methyl-N-phenyl-3-(phenylthio)-2-propenamide), [Na].C1(=CC=CC=C1)S (benzenethiol sodium salt). The solvent is CN(C=O)C (N,N-dimethylformamide), C1(=CC=CC=C1)C (toluene). Run at time 4 hour. The product is CC(C(=NC1=CC=CC=C1)SC1=CC=CC=C1)=CSC1=CC=CC=C1 (phenyl 2-methyl-N-phenyl-3-(phenylthio)-2-propenimidothioate). Isolated yield 36.9%. Reaction SMILES: [CH3:1]/[C:2](=[CH:12]\[S:13][C:14]1[CH:19]=[CH:18][CH:17]=[CH:16][CH:15]=1)/[C:3]([NH:5][C:6]1[CH:11]=[CH:10][CH:9]=[CH:8][CH:7]=1)=O.P(Cl)(Cl)(Cl)(Cl)Cl.[Na].[C:27]1([SH:33])[CH:32]=[CH:31][CH:30]=[CH:29][CH:28]=1>C1(C)C=CC=CC=1.CN(C)C=O>[CH3:1][C:2](=[CH:12][S:13][C:14]1[CH:19]=[CH:18][CH:17]=[CH:16][CH:15]=1)[C:3]([S:33][C:27]1[CH:32]=[CH:31][CH:30]=[CH:29][CH:28]=1)=[N:5][C:6]1[CH:11]=[CH:10][CH:9]=[CH:8][CH:7]=1 |f:2.3,^1:25|. Procedure details: To a suspension of 0.8 g (3 mmol) of (E)-2-methyl-N-phenyl-3-(phenylthio)-2-propenamide in toluene (4 ml) was added 0.62 g (3 mmol) of phosphorus pentachloride and the mixture was stirred at room temperature for 4 hours. After concentration of the mixture under vacuum, the residue was dissolved in 35 ml of N,N-dimethylformamide [DMF] and then 793 mg (6 mmol) of a benzenethiol sodium salt was added portionwise under ice cooling. The mixture was stirred at room temperature for 2 hours. After dilut...